describe an organic reaction: reactants, conditions, products, and yield From a dataset of the Open Reaction Database (ORD), a public repository of structured organic reaction records. Starting materials: BrCC=1C=C2C=CC(N(C2=CC1)C)=O (6-bromomethyl-1,2-dihydro-1-methylquinolin-2-one), NC=1C=C(C=C(C1)O)C1(CC(OCC1)C)OC ((2RS,4RS)-4-(3-amino-5-hydroxyphenyl)-4-methoxy-2-methyltetrahydropyran). The product is CN1C(C=CC2=CC(=CC=C12)CNC=1C=C(C=C(C1)O)C1(CC(OCC1)C)OC)=O ((2RS,4RS)-4-[3-(1,2-dihydro-1-methyl-2-oxoquinolin-6-ylmethylamino)-5-hydroxyphenyl]-4-methoxy-2-methyltetrahydropyran). Isolated yield 46.0%. RXN SMILES: Br[CH2:2][C:3]1[CH:4]=[C:5]2[C:10](=[CH:11][CH:12]=1)[N:9]([CH3:13])[C:8](=[O:14])[CH:7]=[CH:6]2.[NH2:15][C:16]1[CH:17]=[C:18]([C:23]2([O:30][CH3:31])[CH2:28][CH2:27][O:26][CH:25]([CH3:29])[CH2:24]2)[CH:19]=[C:20]([OH:22])[CH:21]=1>>[CH3:13][N:9]1[C:10]2[C:5](=[CH:4][C:3]([CH2:2][NH:15][C:16]3[CH:17]=[C:18]([C:23]4([O:30][CH3:31])[CH2:28][CH2:27][O:26][CH:25]([CH3:29])[CH2:24]4)[CH:19]=[C:20]([OH:22])[CH:21]=3)=[CH:12][CH:11]=2)[CH:6]=[CH:7][C:8]1=[O:14]. Procedure: Using the procedure described in Example 1, 6-bromomethyl-1,2-dihydro-1-methylquinolin-2-one was reacted with (2RS,4RS)-4-(3-amino-5-hydroxyphenyl)-4-methoxy-2-methyltetrahydropyran to give (2RS,4RS)-4-[3-(1,2-dihydro-1-methyl-2-oxoquinolin-6-ylmethylamino)-5-hydroxyphenyl]-4-methoxy-2-methyltetrahydropyran in 46% yield, as an oil. Reactants: C[Si](C)(C)C=[N+]=[N-] ((trimethylsilyl)diazomethane), solution, OC=1C=C2C=CC=C(C2=CC1)C(=O)O (6-hydroxy-1-naphthoic acid). The solvent is CCOCC (Et2O), C1CCOC1 (THF). Run at time 1.5 hour. The product is OC=1C=C2C=CC=C(C2=CC1)C(=O)OC (methyl 6-hydroxy-1-naphthoate). The yield is 56.0%. Reaction SMILES: [CH3:1][Si](C=[N+]=[N-])(C)C.[OH:8][C:9]1[CH:10]=[C:11]2[C:16](=[CH:17][CH:18]=1)[C:15]([C:19]([OH:21])=[O:20])=[CH:14][CH:13]=[CH:12]2>CCOCC.C1COCC1>[OH:8][C:9]1[CH:10]=[C:11]2[C:16](=[CH:17][CH:18]=1)[C:15]([C:19]([O:21][CH3:1])=[O:20])=[CH:14][CH:13]=[CH:12]2. Procedure: A solution of (trimethylsilyl)diazomethane (4.0 mL of a 2.0 M solution in Et2O, 8.0 mmol) was added slowly to a solution of 6-hydroxy-1-naphthoic acid (commercially available from TCI, 1.50 g, 8.0 mmol) in THF (40 mL) at 0° C. After 1.5 h at 0° C., the reaction mixture was concentrated in vacuo and absorbed onto silica. The resulting residue was purified on 80 g silica gel (100% hexanes→100% EtOAc, gradient) to afford 910 mg (56%) of methyl 6-hydroxy-1-naphthoate. Reactants: O=P(Cl)(Cl)Cl (POCl3), OC1=NC=NC(=C1Cl)C(F)F (4-hydroxyl-5-chloro-6-(difluoromethyl)pyrimidin). Run in C1(=CC=CC=C1)C (toluene). Product: ClC1=NC=NC(=C1Cl)C(F)F (4,5-dichloro-6-(difluoromethyl)pyrimidine). As a reaction SMILES: O=P(Cl)(Cl)[Cl:3].O[C:7]1[C:12]([Cl:13])=[C:11]([CH:14]([F:16])[F:15])[N:10]=[CH:9][N:8]=1>C1(C)C=CC=CC=1>[Cl:3][C:7]1[C:12]([Cl:13])=[C:11]([CH:14]([F:16])[F:15])[N:10]=[CH:9][N:8]=1. Procedure: 100 ml of POCl3 was added dropwise to a solution of 65.0 g (0.36 mol) of 4-hydroxyl-5-chloro-6-(difluoromethyl)pyrimidin in 150 mL of toluene, the mixture was refluxed for 3-5 h after addition. After the reaction was over by Thin-Layer Chromatography monitoring, the reaction mixture was concentrated under reduced pressure to remove toluene and extra POCl3, and then poured into ice water. The water phase was extracted with ethyl acetate (3×50 ml), the organic phases were emerged, washed with satu... The yield is 33.3%. Run at temperature 63 celsius, time 30 minute. Run in C1CCOC1 (THF), C1CCOC1 (THF). Procedure: To a suspension of Mg turnings (1.1 g, 0.05 g-at.) and catalytic amount of iodine in 200 mL THF was added dropwise 2-(2-bromoethyl)-[1,3]dioxolane (4.3 g, 0.02 mol) with heating over a period of 30 min. The resulting mixture was stirred for 30 min at 63° C. and then cooled to −30° C. and 4-fluoro-3-methyl-benzaldehyde (3.0 g, 0.02 mol) added slowly as a solution in 50 mL of THF. The temperature was maintained at −30° C. for 1 h and then slowly raised to room temperature over a period of 3 h. The... Product: O1C(OCC1)CCC(O)C1=CC(=C(C=C1)F)C (3-(1,3-Dioxolan-2-yl)-1-(4-fluoro-3-methylphenyl)propan-1-ol). Reaction SMILES: II.Br[CH2:4][CH2:5][CH:6]1[O:10][CH2:9][CH2:8][O:7]1.[F:11][C:12]1[CH:19]=[CH:18][C:15]([CH:16]=[O:17])=[CH:14][C:13]=1[CH3:20]>C1COCC1>[O:7]1[CH2:8][CH2:9][O:10][CH:6]1[CH2:5][CH2:4][CH:16]([C:15]1[CH:18]=[CH:19][C:12]([F:11])=[C:13]([CH3:20])[CH:14]=1)[OH:17]. Starting materials: FC1=C(C=C(C=O)C=C1)C (4-fluoro-3-methyl-benzaldehyde), Mg, II (iodine), BrCCC1OCCO1 (2-(2-bromoethyl)-[1,3]dioxolane). Starting materials: [CH-]1C=CC=C1.[CH-]1C=CC=C1.[Fe+2] (ferrocene), C(C)(C)C1(CC=CCC1)C(=O)Cl (1-isopropyl-3-cyclohexene-1-carboxylic acid chloride), [Cl-].[Al+3].[Cl-].[Cl-] (aluminium chloride). The solvent is C(Cl)Cl (methylene chloride). Yields the product [C-]1(C=CC=C1)C(=O)C1(CC=CCC1)C(C)C.[CH-]1C=CC=C1.[Fe+2] (4-Ferrocenoyl-4-isopropyl-cyclohexene). Reaction SMILES: [CH-:1]1[CH:5]=[CH:4][CH:3]=[CH:2]1.[CH-:6]1[CH:10]=[CH:9][CH:8]=[CH:7]1.[Fe+2:11].[CH:12]([C:15]1([C:21](Cl)=[O:22])[CH2:20][CH2:19][CH:18]=[CH:17][CH2:16]1)([CH3:14])[CH3:13].[Cl-].[Al+3].[Cl-].[Cl-]>C(Cl)Cl>[C-:1]1([C:21]([C:15]2([CH:12]([CH3:14])[CH3:13])[CH2:20][CH2:19][CH:18]=[CH:17][CH2:16]2)=[O:22])[CH:5]=[CH:4][CH:3]=[CH:2]1.[CH-:6]1[CH:10]=[CH:9][CH:8]=[CH:7]1.[Fe+2:11] |f:0.1.2,4.5.6.7,9.10.11|. Procedure: Prepared from ferrocene, 1-isopropyl-3-cyclohexene-1-carboxylic acid chloride and aluminium chloride in methylene chloride at 0° C. in a manner analogous to that described in Example 1. The reactants are NC1=C(NC2=C(C=CC=C12)Cl)C(=O)N(C)OC (3-Amino-7-chloro-2-[(N-methoxy-N-methylamino)carbonyl]indole), N1=CC=CC=C1 (pyridine), C(C)(=O)OC(C)=O (acetic anhydride), O (water). The solvent is ClCCl (dichloromethane). Reaction conditions: time 3 hour. Yields the product C(C)(=O)NC1=C(NC2=C(C=CC=C12)Cl)C(=O)N(C)OC (3-Acetylamino-7-chloro-2-[(N-methoxy-N-methylamino)carbonyl]indole). Isolated yield 98.4%. RXN SMILES: [NH2:1][C:2]1[C:10]2[C:5](=[C:6]([Cl:11])[CH:7]=[CH:8][CH:9]=2)[NH:4][C:3]=1[C:12]([N:14]([O:16][CH3:17])[CH3:15])=[O:13].N1C=CC=CC=1.[C:24](OC(=O)C)(=[O:26])[CH3:25].O>ClCCl>[C:24]([NH:1][C:2]1[C:10]2[C:5](=[C:6]([Cl:11])[CH:7]=[CH:8][CH:9]=2)[NH:4][C:3]=1[C:12]([N:14]([O:16][CH3:17])[CH3:15])=[O:13])(=[O:26])[CH3:25]. Procedure: To a solution of 3-amino-7-chloro-2-[(N-methoxy-N-methylamino)carbonyl]indole (step 3, 287 mg, 1.1 mmol) in dichloromethane (10 ml) was added pyridine (2 ml) and acetic anhydride (0.16 ml, 1.7 mmol) at room temperature. After stirring for 3 h, the mixture was poured into water (100 ml) and extracted with ethyl acetate (150 ml). The organic layer was washed with 2N aquous HCl (100 ml), water (100 ml), saturated aqueous sodium bicarbonate (100 ml), brine (100 ml), and dried (MgSO4). After removal ... The reactants are BrB(Br)Br, O=C([O-])O, COc1ccc2[nH]nc(-c3nc4cc(C)c(C)cc4[nH]3)c2c1, ClCCl, [Na+], O. Yields the product Cc1cc2nc(-c3n[nH]c4ccc(O)cc34)[nH]c2cc1C. RXN SMILES: [B:23]([Br:24])([Br:25])[Br:26].[C:28](=[O:29])([OH:30])[O-:31].[CH3:1][c:2]1[cH:3][c:4]2[c:5]([nH:6][c:7](-[c:9]3[n:10][nH:11][c:12]4[cH:13][cH:14][c:15]([O:18][CH3:19])[cH:16][c:17]34)[n:8]2)[cH:20][c:21]1[CH3:22].[Cl:33][CH2:34][Cl:35].[Na+:32].[OH2:27]>>[CH3:1][c:2]1[cH:3][c:4]2[c:5]([nH:6][c:7](-[c:9]3[n:10][nH:11][c:12]4[cH:13][cH:14][c:15]([OH:18])[cH:16][c:17]34)[n:8]2)[cH:20][c:21]1[CH3:22]. The reactants are ClC=1C=CC2=C(C(=NCCC2=O)C2=C(C=CC=C2F)F)C1 (8-Chloro-1-(2,6-difluoro-phenyl)-3,4-dihydro-benzo[c]azepin-5-one), COC(N(C)C)OC (N,N-dimethylformamide dimethyl acetal). Run in C1(=CC=CC=C1)C (toluene). Yields the product ClC=1C=CC2=C(C(=NCC(C2=O)=CN(C)C)C2=C(C=CC=C2F)F)C1 (8-Chloro-4-dimethylaminomethylene-1-(2,6-difluoro-phenyl)-3,4-dihydro-benzo[c]azepin-5-one). Reaction SMILES: [Cl:1][C:2]1[CH:3]=[CH:4][C:5]2[C:11](=[O:12])[CH2:10][CH2:9][N:8]=[C:7]([C:13]3[C:18]([F:19])=[CH:17][CH:16]=[CH:15][C:14]=3[F:20])[C:6]=2[CH:21]=1.CO[CH:24](OC)[N:25]([CH3:27])[CH3:26]>C1(C)C=CC=CC=1>[Cl:1][C:2]1[CH:3]=[CH:4][C:5]2[C:11](=[O:12])[C:10](=[CH:24][N:25]([CH3:27])[CH3:26])[CH2:9][N:8]=[C:7]([C:13]3[C:18]([F:19])=[CH:17][CH:16]=[CH:15][C:14]=3[F:20])[C:6]=2[CH:21]=1. Reported procedure: 8-Chloro-1-(2,6-difluoro-phenyl)-3,4-dihydro-benzo[c]azepin-5-one (4aa) (4.2 g, 15 mmol) was dissolved in toluene (100 mL) and N,N-dimethylformamide dimethyl acetal (19 mL) and heated at 80° C. for 2 h. The solution was evaporated in vacuo and the resulting residue was purified by column chromatography (silica gel, 0 to 75% EtOAc/hexanes) to afford 5aa (2.6 g, 78%) as a pale brown solid MS m/z=361 (M+H). Starting materials: ClC1=NC=CC(=N1)C=1C(=NN2C1C=CC=C2)C=2C=C(C=CC2)NC(C2=C(C=CC=C2F)F)=O (N-{3-[3-(2-chloro-4-pyrimidinyl)pyrazolo[1,5-a]pyridin-2-yl]phenyl}-2,6-difluorobenzamide), Cl (HCl), NC=1C=CC(=C(C1)O)OC (5-amino-2-(methyloxy)phenol). The solvent is C(C)(C)O (isopropanol). The product is FC1=C(C(=O)NC2=CC(=CC=C2)C2=NN3C(C=CC=C3)=C2C2=NC(=NC=C2)NC2=CC(=C(C=C2)OC)O)C(=CC=C1)F (2,6-Difluoro-N-{3-[3-(2-{[3-hydroxy-4-(methyloxy)phenyl]amino}-4-pyrimidinyl)pyrazolo[1,5-a]pyridin-2-yl]phenyl}benzamide). As a reaction SMILES: Cl[C:2]1[N:7]=[C:6]([C:8]2[C:9]([C:17]3[CH:18]=[C:19]([NH:23][C:24](=[O:33])[C:25]4[C:30]([F:31])=[CH:29][CH:28]=[CH:27][C:26]=4[F:32])[CH:20]=[CH:21][CH:22]=3)=[N:10][N:11]3[CH:16]=[CH:15][CH:14]=[CH:13][C:12]=23)[CH:5]=[CH:4][N:3]=1.[NH2:34][C:35]1[CH:36]=[CH:37][C:38]([O:42][CH3:43])=[C:39]([OH:41])[CH:40]=1.Cl>C(O)(C)C>[F:32][C:26]1[CH:27]=[CH:28][CH:29]=[C:30]([F:31])[C:25]=1[C:24]([NH:23][C:19]1[CH:20]=[CH:21][CH:22]=[C:17]([C:9]2[C:8]([C:6]3[CH:5]=[CH:4][N:3]=[C:2]([NH:34][C:35]4[CH:36]=[CH:37][C:38]([O:42][CH3:43])=[C:39]([OH:41])[CH:40]=4)[N:7]=3)=[C:12]3[CH:13]=[CH:14][CH:15]=[CH:16][N:11]3[N:10]=2)[CH:18]=1)=[O:33]. Procedure details: A mixture of N-{3-[3-(2-chloro-4-pyrimidinyl)pyrazolo[1,5-a]pyridin-2-yl]phenyl}-2,6-difluorobenzamide (prepared according to a procedure similar to that described in Example 27, Step C) and 5-amino-2-(methyloxy)phenol were heated in isopropanol with catalytic conc. aq. HCl using conditions similar to those described in Example 27, Step D. HRMS C31H23N6O3F2 (M+H)+ calcd 565.1794, found 565.1795. Starting materials: O=C(CC(=O)OC)CCC (Methyl 3-ketohexanoate), C1(=CC=CC=C1)C (Toluene), Ru2Cl5- (BINAP)2, [H][H] (hydrogen). Solvent: CO (methanol), Cl (HCl). The product is O[C@@H](CC(=O)OC)CCC (Methyl 3(R)-hydroxyhexanoate). Reaction SMILES: [O:1]=[C:2]([CH2:8][CH2:9][CH3:10])[CH2:3][C:4]([O:6][CH3:7])=[O:5].[H][H].C1(C)C=CC=CC=1>CO.Cl>[OH:1][C@H:2]([CH2:8][CH2:9][CH3:10])[CH2:3][C:4]([O:6][CH3:7])=[O:5]. Procedure details: Methyl 3-ketohexanoate (44.7 g, 310 mmol) was diluted with methanol (75 mL) and 0.2N HCl (2 mL). Et2NH2 +Ru2Cl5- (BINAP)2 (200 mg) was added and the mixture was heated at 60° under 100 psi of hydrogen for 2 hours. Toluene (100 mL) was added and the mixture was concentrated to an oil weighing 75 g.